Task: describe an organic reaction: reactants, conditions, products, and yield. Dataset: the Open Reaction Database (ORD), a public repository of structured organic reaction records The reactants are OC(COC=1N=NC(=CC1)NNC(C1=CC=CC=C1)(C1=CC=CC=C1)C1=CC=CC=C1)CO ((RS)-3-(2,3-Dihydroxypropoxy)-6-(2-triphenylmethylhydrazino)pyridazine), Cl (hydrochloric acid). Run in O1CCCC1 (tetrahydrofuran). Reaction conditions: time 15 minute. Yields the product Cl.OC(COC=1N=NC(=CC1)NN=C(C)C)CO ((RS)-3-(2,3-Dihydroxypropoxy)-6-isopropylidenehydrazinopyridazine hydrochloride). Reaction SMILES: [OH:1][CH:2]([CH2:32][OH:33])[CH2:3][O:4][C:5]1[N:6]=[N:7][C:8]([NH:11][NH:12][C:13](C2C=CC=CC=2)([C:20]2C=CC=CC=2)[C:14]2C=CC=CC=2)=[CH:9][CH:10]=1.[ClH:34]>O1CCCC1>[ClH:34].[OH:1][CH:2]([CH2:32][OH:33])[CH2:3][O:4][C:5]1[N:6]=[N:7][C:8]([NH:11][N:12]=[C:13]([CH3:14])[CH3:20])=[CH:9][CH:10]=1 |f:3.4|. Procedure details: To a solution of (RS)-3-(2,3-Dihydroxypropoxy)-6-(2-triphenylmethylhydrazino)pyridazine (3.2 g) in tetrahydrofuran (80 ml), conc. hydrochloric acid (2 ml) was added. After stirring at room temperature for 15 minutes the solution was concentrated under vacuum to small volume and diluted with acetone (50 ml). After stirring at room temperature for 30 minutes and then at 0° C. for 1 hour the precipitate was collected to yield 1.4 g of the title compound, identical to that obtained in Example 14. Reactants: [Cl-].[NH4+] (ammonium chloride), ClC1=C2C(=NC=C1)N(C(=C2)C)[Si](C(C)C)(C(C)C)C(C)C (4-chloro-2-methyl-1-(triisopropylsilyl)-1H-pyrrolo[2,3-b]pyridine), C(OCC)(=O)Cl (ethyl chlorocarbonate), C(C)(CC)[Li].C1CCCCC1 (sec-butyllithium cyclohexane). Solvent: O1CCCC1 (tetrahydrofuran). Run at temperature -78 celsius. Yields the product ClC1=C2C(=NC=C1C(=O)OCC)N(C(=C2)C)[Si](C(C)C)(C(C)C)C(C)C (ethyl 4-chloro-2-methyl-1-(triisopropylsilyl)-1H-pyrrolo[2,3-b]pyridine-5-carboxylate). As a reaction SMILES: [Cl:1][C:2]1[CH:7]=[CH:6][N:5]=[C:4]2[N:8]([Si:12]([CH:19]([CH3:21])[CH3:20])([CH:16]([CH3:18])[CH3:17])[CH:13]([CH3:15])[CH3:14])[C:9]([CH3:11])=[CH:10][C:3]=12.C([Li])(CC)C.C1CCCCC1.[C:33](Cl)(=[O:37])[O:34][CH2:35][CH3:36].[Cl-].[NH4+]>O1CCCC1>[Cl:1][C:2]1[C:7]([C:33]([O:34][CH2:35][CH3:36])=[O:37])=[CH:6][N:5]=[C:4]2[N:8]([Si:12]([CH:16]([CH3:18])[CH3:17])([CH:13]([CH3:15])[CH3:14])[CH:19]([CH3:21])[CH3:20])[C:9]([CH3:11])=[CH:10][C:3]=12 |f:1.2,4.5|. Procedure: A solution of 4-chloro-2-methyl-1-(triisopropylsilyl)-1H-pyrrolo[2,3-b]pyridine (525 mg) in tetrahydrofuran (10 ml) was cooled to −78° C. under nitrogen atmosphere, and to the reaction mixture was added 0.99M sec-butyllithium/cyclohexane solution (4.1 ml) dropwise. After the mixture was stirred at −78° C., ethyl chlorocarbonate (389 μl) was added dropwise. The reaction solution was stirred at −78° C. for 30 minutes, saturated aqueous ammonium chloride (20 ml) was added, and the temperature was r... The reactants are O=C([O-])O, COCCOCCOC, [Na+], O, S=P12SP3(=S)SP(=S)(S1)SP(=S)(S2)S3, Oc1ncnc2[nH]c(-c3ccccc3)cc12. The product is Sc1ncnc2[nH]c(-c3ccccc3)cc12. As a reaction SMILES: [C:15](=[O:16])([OH:17])[O-:18].[CH3:20][O:21][CH2:22][CH2:23][O:24][CH2:25][CH2:26][O:27][CH3:28].[Na+:19].[OH2:45].[P:1]12(=[S:2])[S:3][P:4]3(=[S:14])[S:5][P:6](=[S:12])([S:7][P:8](=[S:11])([S:9]3)[S:10]1)[S:13]2.[c:29]1(-[c:35]2[cH:36][c:37]3[c:38]([n:39][cH:40][n:41][c:42]3[OH:43])[nH:44]2)[cH:30][cH:31][cH:32][cH:33][cH:34]1>>[SH:2][c:42]1[c:37]2[cH:36][c:35](-[c:29]3[cH:30][cH:31][cH:32][cH:33][cH:34]3)[nH:44][c:38]2[n:39][cH:40][n:41]1. Reactants: C(=O)(O)[O-].[Na+] (NaHCO3), C(C)(C)(C)OC(NC1=NC=CC(=C1)CC(C1=C(C=CC=C1)C)(C1=CC=CC=C1)O)=O ([4-(2-Hydroxy-2-phenyl-2-o-tolyl-ethyl)-pyridin-2-yl]-carbamic acid tert-butyl ester), CCOC(=O)C (EtOAc), FC(C(=O)O)(F)F (trifluoroacetic acid). Solvent: O (water), C(Cl)Cl (DCM). Run at time 16 hour. Product: C1(=CC=CC=C1)C(=CC1=CC(=NC=C1)N)C1=C(C=CC=C1)C (4-(2-Phenyl-2-o-tolyl-vinyl)-pyridin-2-ylamine). Yield: 98.5%. Reaction SMILES: C(OC(=O)[NH:7][C:8]1[CH:13]=[C:12]([CH2:14][C:15](O)([C:23]2[CH:28]=[CH:27][CH:26]=[CH:25][CH:24]=2)[C:16]2[CH:21]=[CH:20][CH:19]=[CH:18][C:17]=2[CH3:22])[CH:11]=[CH:10][N:9]=1)(C)(C)C.FC(F)(F)C(O)=O.CCOC(C)=O.C([O-])(O)=O.[Na+]>C(Cl)Cl.O>[C:23]1([C:15]([C:16]2[CH:21]=[CH:20][CH:19]=[CH:18][C:17]=2[CH3:22])=[CH:14][C:12]2[CH:11]=[CH:10][N:9]=[C:8]([NH2:7])[CH:13]=2)[CH:24]=[CH:25][CH:26]=[CH:27][CH:28]=1 |f:3.4|. Procedure details: [4-(2-Hydroxy-2-phenyl-2-o-tolyl-ethyl)-pyridin-2-yl]-carbamic acid tert-butyl ester (361 mg, 0.89 mmol) is dissolved in DCM (4 mL) and trifluoroacetic acid (2.0 mL) is added. After the mixture is stirred for 16 hrs, EtOAc (55 mL) is added followed by the addition of saturated NaHCO3 aqueous solution (15 mL) and water (35 mL). The mixture is stirred for another 15 min and the aqueous layer is separated. The aqueous layer is then extracted with EtOAc (2×35 mL) and all the organic layers are combi... Reactants: C1(C=2C(C(N1C=CC=1C(NC(=C(C1)CC)C)=O)=O)=CC=CC2)=O (3-(2-phthalimidoethenyl)-5-ethyl-6-methylpyridin-2(1H)-one). The reagents and catalysts are [Pd] (palladium/carbon). Solvent: CO (methanol), O1CCCC1 (tetrahydrofuran). Reaction conditions: time 15 hour. Product: C1(C=2C(C(N1CCC=1C(NC(=C(C1)CC)C)=O)=O)=CC=CC2)=O (3-(2-Phthalimido ethyl)-5-ethyl-6-methylpyridin-2(1H)-one). Reaction SMILES: [C:1]1(=[O:23])[N:5]([CH:6]=[CH:7][C:8]2[C:9](=[O:17])[NH:10][C:11]([CH3:16])=[C:12]([CH2:14][CH3:15])[CH:13]=2)[C:4](=[O:18])[C:3]2=[CH:19][CH:20]=[CH:21][CH:22]=[C:2]12>CO.O1CCCC1.[Pd]>[C:4]1(=[O:18])[N:5]([CH2:6][CH2:7][C:8]2[C:9](=[O:17])[NH:10][C:11]([CH3:16])=[C:12]([CH2:14][CH3:15])[CH:13]=2)[C:1](=[O:23])[C:2]2=[CH:22][CH:21]=[CH:20][CH:19]=[C:3]12. Procedure: A partial suspension of 3-(2-phthalimidoethenyl)-5-ethyl-6-methylpyridin-2(1H)-one (145 mg, 0.47 mmol) in methanol (20 mL) and tetrahydrofuran (20 mL) containing 5% palladium/carbon (117 mg) was hydrogenated at atmospheric pressure for 10-20 hours. The catalyst was filtered off and the solvents evaporated to give product. This material was recrystallized from methanol to yield 110 mg (75%), m.p. 232°-233° C. Starting materials: CP(C)=O (Dimethylphosphane oxide), N1(CCNCC1)C(=O)OC(C)(C)C (tert-butyl piperazine-1-carboxylate), C(C)O (ethyl alcohol), N#N (N2). Run at temperature 90 celsius, time 8 hour. Product: C=O.CP(=O)(C)CN1CCN(CC1)C(=O)OC(C)(C)C (tert-butyl 4-[(dimethylphosphoryl)methyl]piperazine-1-carboxylate Formaldehyde). As a reaction SMILES: [CH3:1][PH:2](=[O:4])[CH3:3].[N:5]1([C:11]([O:13][C:14]([CH3:17])([CH3:16])[CH3:15])=[O:12])[CH2:10][CH2:9][NH:8][CH2:7][CH2:6]1.N#N.[CH2:20](O)C>>[CH2:11]=[O:12].[CH3:1][P:2]([CH2:20][N:8]1[CH2:9][CH2:10][N:5]([C:11]([O:13][C:14]([CH3:17])([CH3:16])[CH3:15])=[O:12])[CH2:6][CH2:7]1)([CH3:3])=[O:4] |f:4.5|. Procedure details: Dimethylphosphane oxide (2.25 g, 28.8 mmole, 1.09 eq.) and tert-butyl piperazine-1-carboxylate (14.93 g, 26.5 mmole, 1.0 eq.) were dissolved in 20 mL of anhydrous ethyl alcohol. The reaction mixture was sealed in a seal-tube with N2 atmosphere and stirred at 90 Celsius overnight. The reaction mixture was then cooled to room temperature and rotaevaporate to remove volatile components. The light yellow thick oil obtained was purified via column chromatography (elution sequence: 100% hexane—10% EtO... Starting materials: ClC1=CC(=CC=C1)Cl (1,3-dichlorobenzene), [Cl-].[Al+3].[Cl-].[Cl-] (aluminum chloride), ClC(CCl)[Si](Cl)(Cl)Cl ((1,2-dichloroethyl)trichlorosilane). Reaction conditions: time 1 hour. The product is ClC1=C(C=CC(=C1)Cl)C(C[Si](Cl)(Cl)Cl)C1=C(C=C(C=C1)Cl)Cl ([2,2-bis(2,4-dichlorophenyl)ethyl]trichlorosilane). Yield: 187.2%. Reaction SMILES: [Cl:1][C:2]1[CH:7]=[CH:6][CH:5]=[C:4]([Cl:8])[CH:3]=1.[Cl-:9].[Al+3].[Cl-:11].[Cl-].Cl[CH:14]([Si:17]([Cl:20])([Cl:19])[Cl:18])[CH2:15]Cl>>[Cl:1][C:2]1[CH:3]=[C:4]([Cl:8])[CH:5]=[CH:6][C:7]=1[CH:15]([C:2]1[CH:7]=[CH:6][C:5]([Cl:9])=[CH:4][C:3]=1[Cl:11])[CH2:14][Si:17]([Cl:20])([Cl:19])[Cl:18] |f:1.2.3.4|. Procedure details: In the same apparatus and procedures as EXAMPLE 1 above, 49.1 ml (430 mmol) of 1,3-dichlorobenzene and 2.30 g (17.2 mmol) of aluminum chloride were alkylated with 19.40 g (83.5 mmol) of (1,2-dichloroethyl)trichlorosilane for 30 min at 120° C. The aluminum chloride catalyst was quenched with POCl3 and then stirred for another 1 hour to complete the deactivation. Freshly distilled hexane (100 ml) was added to the reaction mixture and insoluble solids in hexane were filtered from the organic soulti... The reactants are CCCC[N+](CCCC)(CCCC)CCCC, CCOC(C)=O, CC(C)(C)[Si](C)(C)Oc1cccc(CNC(=O)c2cc(Cl)c(C(=O)NC(CNC(=O)c3cccs3)C(=O)O)c(Cl)c2)c1, [F-], C1CCOC1. The product is O=C(NCc1cccc(O)c1)c1cc(Cl)c(C(=O)NC(CNC(=O)c2cccs2)C(=O)O)c(Cl)c1. RXN SMILES: [CH2:2]([N+:3]([CH2:4][CH2:5][CH2:6][CH3:7])([CH2:8][CH2:9][CH2:10][CH3:11])[CH2:12][CH2:13][CH2:14][CH3:15])[CH2:16][CH2:17][CH3:18].[CH3:66][CH2:67][O:68][C:69](=[O:70])[CH3:71].[Cl:19][c:20]1[c:21]([C:22](=[O:23])[NH:24][CH:25]([CH2:26][NH:27][C:28](=[O:29])[c:30]2[s:31][cH:32][cH:33][cH:34]2)[C:35](=[O:36])[OH:37])[c:38]([Cl:60])[cH:39][c:40]([C:42](=[O:43])[NH:44][CH2:45][c:46]2[cH:47][c:48]([O:52][Si:53]([C:54]([CH3:55])([CH3:56])[CH3:57])([CH3:58])[CH3:59])[cH:49][cH:50][cH:51]2)[cH:41]1.[F-:1].[O:61]1[CH2:62][CH2:63][CH2:64][CH2:65]1>>[Cl:19][c:20]1[c:21]([C:22](=[O:23])[NH:24][CH:25]([CH2:26][NH:27][C:28](=[O:29])[c:30]2[s:31][cH:32][cH:33][cH:34]2)[C:35](=[O:36])[OH:37])[c:38]([Cl:60])[cH:39][c:40]([C:42](=[O:43])[NH:44][CH2:45][c:46]2[cH:47][c:48]([OH:52])[cH:49][cH:50][cH:51]2)[cH:41]1. Reactants: F[B-](F)(F)F, C1CSCCN1, CN(C)C=O, CC(C)N1CCN(C(=O)c2ccc3[nH]c(C(=O)O)cc3c2)CC1, CCN(C(C)C)C(C)C, Cl, CN(C)C(On1nnc2ccccc21)=[N+](C)C. Product: CC(C)N1CCN(C(=O)c2ccc3[nH]c(C(=O)N4CCSCC4)cc3c2)CC1. As a reaction SMILES: [B-:25]([F:26])([F:27])([F:28])[F:29].[CH2:47]1[CH2:48][S:49][CH2:50][CH2:51][NH:52]1.[CH3:62][N:63]([CH3:64])[CH:65]=[O:66].[CH:1]([CH3:2])([CH3:3])[N:4]1[CH2:5][CH2:6][N:7]([C:10](=[O:11])[c:12]2[cH:13][c:14]3[cH:15][c:16]([C:21](=[O:22])[OH:23])[nH:17][c:18]3[cH:19][cH:20]2)[CH2:8][CH2:9]1.[CH:53]([N:54]([CH2:55][CH3:56])[CH:57]([CH3:58])[CH3:59])([CH3:60])[CH3:61].[ClH:24].[n:30]1([O:31][C:32]([N:33]([CH3:34])[CH3:35])=[N+:36]([CH3:37])[CH3:38])[c:39]2[cH:40][cH:41][cH:42][cH:43][c:44]2[n:45][n:46]1>>[CH:1]([CH3:2])([CH3:3])[N:4]1[CH2:5][CH2:6][N:7]([C:10](=[O:11])[c:12]2[cH:13][c:14]3[cH:15][c:16]([C:21](=[O:22])[N:52]4[CH2:47][CH2:48][S:49][CH2:50][CH2:51]4)[nH:17][c:18]3[cH:19][cH:20]2)[CH2:8][CH2:9]1. Starting materials: CC(=O)Nc1ccc(O)cc1, O=C([O-])O, NS(=O)(=O)c1cc(C(=O)O)cc([N+](=O)[O-])c1Cl, Cl, [Na+]. The product is CC(=O)Nc1ccc(Oc2c([N+](=O)[O-])cc(C(=O)O)cc2S(N)(=O)=O)cc1. As a reaction SMILES: [C:18]([CH3:19])(=[O:20])[NH:21][c:22]1[cH:23][cH:24][c:25]([OH:28])[cH:26][cH:27]1.[C:30](=[O:31])([OH:32])[O-:33].[Cl:1][c:2]1[c:3]([N+:15](=[O:16])[O-:17])[cH:4][c:5]([C:6](=[O:7])[OH:8])[cH:9][c:10]1[S:11]([NH2:12])(=[O:13])=[O:14].[ClH:29].[Na+:34]>>[c:2]1([O:28][c:25]2[cH:24][cH:23][c:22]([NH:21][C:18]([CH3:19])=[O:20])[cH:27][cH:26]2)[c:3]([N+:15](=[O:16])[O-:17])[cH:4][c:5]([C:6](=[O:7])[OH:8])[cH:9][c:10]1[S:11]([NH2:12])(=[O:13])=[O:14].